From a dataset of the Open Reaction Database (ORD), a public repository of structured organic reaction records. describe an organic reaction: reactants, conditions, products, and yield The reactants are [Li]C1(CCCC=2C=C(C=NC12)C)[Si](C)(C)C (8-Lithio-5,6,7,8-tetrahydro-3-methyl-8-trimethylsilylquinoline), C(=O)=O (CO2), CC=1C=NC=2C(CCCC2C1)(C(=O)[O-])[Si](C)(C)C.[Li+] (lithium 5,6,7,8-tetrahydro-3-methyl-8-trimethylsilylquinoline-8-carboxylate). Yields the product COC(=O)C1CCCC=2C=C(C=NC12)C (Methyl-5,6,7,8-tetrahydro-3-methylquinoline-8-carboxylate). RXN SMILES: [Li][C:2]1([Si](C)(C)C)C2N=CC(C)=CC=2CCC1.C(=O)=O.[CH3:20][C:21]1[CH:22]=[N:23][C:24]2[C:25]([Si](C)(C)C)([C:31]([O-:33])=[O:32])[CH2:26][CH2:27][CH2:28][C:29]=2[CH:30]=1.[Li+]>>[CH3:2][O:33][C:31]([CH:25]1[C:24]2[N:23]=[CH:22][C:21]([CH3:20])=[CH:30][C:29]=2[CH2:28][CH2:27][CH2:26]1)=[O:32] |f:2.3|. Procedure: 8-Lithio-5,6,7,8-tetrahydro-3-methyl-8-trimethylsilylquinoline, prepared as in Example 3, is blown over onto ether at 0° C. through which a vigorous stream of CO2 gas is being passed. After the addition the resulting solid, lithium 5,6,7,8-tetrahydro-3-methyl-8-trimethylsilylquinoline-8-carboxylate, is removed by filtration. This is then dissolved in methanol (200 ml) and the solution treated with HCl gas to excess and heated at reflux for 4 hours. The solvent is removed in vacuo and the residue... Starting materials: O=C([O-])[O-], CSCCCl, [K+], [K+], CN(C)C=O, COc1cc2c(Oc3ccccc3)ncnc2cc1O. Yields the product COc1cc2c(Oc3ccccc3)ncnc2cc1OCCSC. Reaction SMILES: [C:26](=[O:27])([O-:28])[O-:29].[CH3:1][S:2][CH2:3][CH2:4][Cl:5].[K+:30].[K+:31].[O:32]=[CH:33][N:34]([CH3:35])[CH3:36].[OH:6][c:7]1[c:8]([O:24][CH3:25])[cH:9][c:10]2[c:11]([O:17][c:18]3[cH:19][cH:20][cH:21][cH:22][cH:23]3)[n:12][cH:13][n:14][c:15]2[cH:16]1>>[CH3:1][S:2][CH2:3][CH2:4][O:6][c:7]1[c:8]([O:24][CH3:25])[cH:9][c:10]2[c:11]([O:17][c:18]3[cH:19][cH:20][cH:21][cH:22][cH:23]3)[n:12][cH:13][n:14][c:15]2[cH:16]1. The reactants are FC1=CC=C(C=C1)CCN (4-fluorophenylethylamine), Hunig's base (DIEA)(1 equivalent), ClCC(=O)Cl (chloroacetylchloride). Run in C1CCOC1 (THF), C1CCOC1 (THF). Conditions: temperature 0 celsius, time 3 minute. Product: ClCC(=O)NCCC1=CC=C(C=C1)F (2-chloro-N-[2-(4-fluoro-phenyl)-ethyl]-acetamide). As a reaction SMILES: [F:1][C:2]1[CH:7]=[CH:6][C:5]([CH2:8][CH2:9][NH2:10])=[CH:4][CH:3]=1.[Cl:11][CH2:12][C:13](Cl)=[O:14]>C1COCC1>[Cl:11][CH2:12][C:13]([NH:10][CH2:9][CH2:8][C:5]1[CH:6]=[CH:7][C:2]([F:1])=[CH:3][CH:4]=1)=[O:14]. Procedure details: To a solution of 4-fluorophenylethylamine (1.0 equivalent) in dried THF was added Hunig's base (DIEA)(1 equivalent). The mixture was then stirred for 3 minutes at 0° C. Thereafter, a solution of chloroacetylchloride (1.0 equivalent) in THF was added via a syringe over a period of 7 minutes. The reaction mixture was then stirred at room temperature for 1 hour after which time the reaction mixture was condensed in vacuo, quenched with water, extracted with ethyl acetate (3×) and dried over Na2SO4.... Starting materials: CC(C)(C)OC(=O)NC(Cc1ccccc1)C(=O)NC1N=C(c2ccccc2)c2ccccc2NC1=O, CI, [H-], [Na+], CN(C)C=O. The product is CN1C(=O)C(NC(=O)C(Cc2ccccc2)NC(=O)OC(C)(C)C)N=C(c2ccccc2)c2ccccc21. RXN SMILES: [C:1]([CH3:2])([CH3:3])([CH3:4])[O:5][C:6](=[O:7])[NH:8][CH:9]([C:10](=[O:11])[NH:12][CH:13]1[C:14](=[O:30])[NH:15][c:16]2[c:17]([cH:26][cH:27][cH:28][cH:29]2)[C:18]([c:20]2[cH:21][cH:22][cH:23][cH:24][cH:25]2)=[N:19]1)[CH2:31][c:32]1[cH:33][cH:34][cH:35][cH:36][cH:37]1.[CH3:40][I:41].[H-:38].[Na+:39].[O:42]=[CH:43][N:44]([CH3:45])[CH3:46]>>[C:1]([CH3:2])([CH3:3])([CH3:4])[O:5][C:6](=[O:7])[NH:8][CH:9]([C:10](=[O:11])[NH:12][CH:13]1[C:14](=[O:30])[N:15]([CH3:40])[c:16]2[c:17]([cH:26][cH:27][cH:28][cH:29]2)[C:18]([c:20]2[cH:21][cH:22][cH:23][cH:24][cH:25]2)=[N:19]1)[CH2:31][c:32]1[cH:33][cH:34][cH:35][cH:36][cH:37]1.